Task: describe an organic reaction: reactants, conditions, products, and yield. Dataset: the Open Reaction Database (ORD), a public repository of structured organic reaction records Reactants: C1CNCCN1, CC#N, CS(=O)(=O)c1nc(N)n2nc(-c3cccc(F)c3)nc2n1. The product is Nc1nc(N2CCNCC2)nc2nc(-c3cccc(F)c3)nn12. Reaction SMILES: [CH2:22]1[CH2:23][NH:24][CH2:25][CH2:26][NH:27]1.[CH3:28][C:29]#[N:30].[F:1][c:2]1[cH:3][c:4](-[c:8]2[n:9][n:10]3[c:11]([n:12][c:13]([S:17]([CH3:18])(=[O:19])=[O:20])[n:14][c:15]3[NH2:16])[n:21]2)[cH:5][cH:6][cH:7]1>>[F:1][c:2]1[cH:3][c:4](-[c:8]2[n:9][n:10]3[c:11]([n:12][c:13]([N:24]4[CH2:23][CH2:22][NH:27][CH2:26][CH2:25]4)[n:14][c:15]3[NH2:16])[n:21]2)[cH:5][cH:6][cH:7]1. Starting materials: CCOC(=O)N1c2ccccc2C=CC1OCC, O=C(O)COCCOc1ccccc1, NNC(=O)c1ccc(O)cc1. Product: O=C(COCCOc1ccccc1)NNC(=O)c1ccc(O)cc1. As a reaction SMILES: [CH2:26]([O:27][CH:28]1[CH:29]=[CH:30][c:31]2[c:32]([cH:33][cH:34][cH:35][cH:36]2)[N:37]1[C:38]([O:39][CH2:40][CH3:41])=[O:42])[CH3:43].[O:1]([c:2]1[cH:3][cH:4][cH:5][cH:6][cH:7]1)[CH2:8][CH2:9][O:10][CH2:11][C:12](=[O:13])[OH:14].[OH:15][c:16]1[cH:17][cH:18][c:19]([C:20](=[O:21])[NH:22][NH2:23])[cH:24][cH:25]1>>[O:1]([c:2]1[cH:3][cH:4][cH:5][cH:6][cH:7]1)[CH2:8][CH2:9][O:10][CH2:11][C:12](=[O:14])[NH:23][NH:22][C:20]([c:19]1[cH:18][cH:17][c:16]([OH:15])[cH:25][cH:24]1)=[O:21]. Starting materials: [H-].[H-].[H-].[H-].[Li+].[Al+3] (LAH), FC1=C(C=C(C=C1)OC)C1=C(C=C(C=C1)C(=O)OC)CN1CCCCC1 (Methyl 2′-fluoro-5′-(methyloxy)-2-(1-piperidinylmethyl)-1,1′-biphenyl-4-carboxylate). The solvent is C1CCOC1 (THF), CCOC(=O)C (EtOAc). Run at time 1 hour. Yields the product FC1=C(C=C(C=C1)OC)C1=C(C=C(C=C1)CO)CN1CCCCC1 ((2′-Fluoro-5′-(methyloxy)-2-(1-piperidinylmethyl)-1,1′-biphenyl-4-yl)methanol). Yield: 100.0%. RXN SMILES: [H-].[H-].[H-].[H-].[Li+].[Al+3].[F:7][C:8]1[CH:13]=[CH:12][C:11]([O:14][CH3:15])=[CH:10][C:9]=1[C:16]1[CH:21]=[CH:20][C:19]([C:22](OC)=[O:23])=[CH:18][C:17]=1[CH2:26][N:27]1[CH2:32][CH2:31][CH2:30][CH2:29][CH2:28]1>C1COCC1.CCOC(C)=O>[F:7][C:8]1[CH:13]=[CH:12][C:11]([O:14][CH3:15])=[CH:10][C:9]=1[C:16]1[CH:21]=[CH:20][C:19]([CH2:22][OH:23])=[CH:18][C:17]=1[CH2:26][N:27]1[CH2:32][CH2:31][CH2:30][CH2:29][CH2:28]1 |f:0.1.2.3.4.5|. Procedure: LAH (1.0 M solution in THF) (0.55 mL, 0.55 mmol) was added to a solution of 66.64A (0.098 g, 0.27 mmol) in THF (5 mL). The resulting mixture was stirred at room temperature for 1 hour and then it was diluted with EtOAc, washed with water and brine, and dried over anhydrous Na2SO4. After removing solvent, 66.64B was obtained as a colorless oil in 100% yield. Starting materials: CC(=O)[O-], CC(=O)[O-], CCC(CC)(c1ccc(CCC2(O)CCCC2)c(C)c1)c1ccc(B2OC(C)(C)C(C)(C)O2)c(C)c1, COC(=O)Cc1ccc(Cl)cc1F, Cc1ccccc1, COc1cccc(OC)c1-c1ccccc1P(C1CCCCC1)C1CCCCC1, [K+], [K+], [K+], O, O=P([O-])([O-])[O-], [Pd+2]. Product: CCC(CC)(c1ccc(CCC2(O)CCCC2)c(C)c1)c1ccc(-c2ccc(CC(=O)OC)c(F)c2)c(C)c1. Reaction SMILES: [C:100]([O-:101])(=[O:102])[CH3:103].[C:95]([O-:96])(=[O:97])[CH3:98].[CH2:51]([CH3:52])[C:53]([CH2:54][CH3:55])([c:56]1[cH:57][c:58]([CH3:71])[c:59]([B:62]2[O:63][C:64]([CH3:65])([CH3:66])[C:67]([CH3:68])([CH3:69])[O:70]2)[cH:60][cH:61]1)[c:72]1[cH:73][c:74]([CH3:86])[c:75]([CH2:78][CH2:79][C:80]2([OH:85])[CH2:81][CH2:82][CH2:83][CH2:84]2)[cH:76][cH:77]1.[CH3:38][O:39][C:40]([CH2:41][c:42]1[c:43]([F:49])[cH:44][c:45]([Cl:48])[cH:46][cH:47]1)=[O:50].[CH3:88][c:89]1[cH:90][cH:91][cH:92][cH:93][cH:94]1.[CH:1]1([P:2]([CH:3]2[CH2:4][CH2:5][CH2:6][CH2:7][CH2:8]2)[c:9]2[cH:10][cH:11][cH:12][cH:13][c:14]2-[c:15]2[c:16]([O:17][CH3:18])[cH:19][cH:20][cH:21][c:22]2[O:23][CH3:24])[CH2:25][CH2:26][CH2:27][CH2:28][CH2:29]1.[K+:35].[K+:36].[K+:37].[OH2:87].[P:30]([O-:31])([O-:32])([O-:33])=[O:34].[Pd+2:99]>>[CH3:38][O:39][C:40]([CH2:41][c:42]1[c:43]([F:49])[cH:44][c:45](-[c:59]2[c:58]([CH3:71])[cH:57][c:56]([C:53]([CH2:51][CH3:52])([CH2:54][CH3:55])[c:72]3[cH:73][c:74]([CH3:86])[c:75]([CH2:78][CH2:79][C:80]4([OH:85])[CH2:81][CH2:82][CH2:83][CH2:84]4)[cH:76][cH:77]3)[cH:61][cH:60]2)[cH:46][cH:47]1)=[O:50].